From a dataset of the Open Reaction Database (ORD), a public repository of structured organic reaction records. describe an organic reaction: reactants, conditions, products, and yield Starting materials: O=C(O)C(=O)c1ccccc1, COC(C)(C)C, C1CCOC1, CCN(C(C)C)C(C)C, [Cl-], Cc1cc(N)n(C)n1. The product is Cc1cc(NC(=O)C(=O)c2ccccc2)n(C)n1. RXN SMILES: [C:19]([c:20]1[cH:21][cH:22][cH:23][cH:24][cH:25]1)(=[O:26])[C:27](=[O:28])[OH:29].[C:35]([O:36][CH3:37])([CH3:38])([CH3:39])[CH3:40].[CH2:30]1[O:31][CH2:32][CH2:33][CH2:34]1.[CH:9]([N:10]([CH2:11][CH3:12])[CH:13]([CH3:14])[CH3:15])([CH3:16])[CH3:17].[Cl-:18].[NH2:1][c:2]1[cH:3][c:4]([CH3:8])[n:5][n:6]1[CH3:7]>>[NH:1]([c:2]1[cH:3][c:4]([CH3:8])[n:5][n:6]1[CH3:7])[C:27]([C:19]([c:20]1[cH:21][cH:22][cH:23][cH:24][cH:25]1)=[O:26])=[O:28]. Reactants: C(C1=CC=CC=C1)[C@H]1N(CC[C@@H](C1)N(C(C(F)(F)F)=O)CC1=CC=NC2=CC=CC=C12)C(C1=CC=C(C=C1)Cl)=O ((2R*,4S*)-2-benzyl-1-(4-chlorobenzoyl)-N-(4-quinolylmethyl)-N-trifluoroacetyl-4-piperidinamine), [BH4-].[Na+] (sodium borohydride). Yields the product C(C1=CC=CC=C1)[C@H]1N(CC[C@@H](C1)NCC1=CC=NC2=CC=CC=C12)C(C1=CC=C(C=C1)Cl)=O ((2R*,4S*)-2-benzyl-1-(4-chlorobenzoyl)-N-(4-quinolylmethyl)-4-piperidinamine). As a reaction SMILES: [CH2:1]([C@@H:8]1[CH2:13][C@@H:12]([N:14]([CH2:21][C:22]2[C:31]3[C:26](=[CH:27][CH:28]=[CH:29][CH:30]=3)[N:25]=[CH:24][CH:23]=2)C(=O)C(F)(F)F)[CH2:11][CH2:10][N:9]1[C:32](=[O:40])[C:33]1[CH:38]=[CH:37][C:36]([Cl:39])=[CH:35][CH:34]=1)[C:2]1[CH:7]=[CH:6][CH:5]=[CH:4][CH:3]=1.[BH4-].[Na+]>>[CH2:1]([C@@H:8]1[CH2:13][C@@H:12]([NH:14][CH2:21][C:22]2[C:31]3[C:26](=[CH:27][CH:28]=[CH:29][CH:30]=3)[N:25]=[CH:24][CH:23]=2)[CH2:11][CH2:10][N:9]1[C:32](=[O:40])[C:33]1[CH:38]=[CH:37][C:36]([Cl:39])=[CH:35][CH:34]=1)[C:2]1[CH:7]=[CH:6][CH:5]=[CH:4][CH:3]=1 |f:1.2|. Procedure: 0.202 g (0.291 mmol) of (2R*,4S*)-2-benzyl-1-(4-chlorobenzoyl)-N-(4-quinolylmethyl)-N-trifluoroacetyl-4-piperidinamine is reacted with 0.054 g (1.43 mmol) of sodium borohydride in analogy to Example 2. The title compound ##STR76## is obtained (0.136 g, 81%) as white foam. TLC: methylene chloride/methanol/conc. ammonia (1000:50:1) Rf =0.17, FD-MS: M+ =469, 471; IR: 3675, 1625, 1595, 1570 cm-1. Reactants: COC=1C=C2C(=CC=NC2=CC1)CCC[C@H]1[C@H](CN(CC1)CCSC1CCCCC1)CC(=O)OC (methyl (3R,4R)-4-[3-(6-methoxyquinolin-4-yl)propyl]-1-[2-(cyclohexylthio)ethyl]piperidine-3-acetate), [OH-].[Na+] (sodium hydroxide), O (water), Cl (hydrochloric acid). Run in O1CCOCC1 (dioxane), O1CCOCC1 (dioxane). Reaction conditions: temperature 60 celsius, time 20 hour. The product is Cl.Cl.COC=1C=C2C(=CC=NC2=CC1)CCC[C@H]1[C@H](CN(CC1)CCSC1CCCCC1)CC(=O)O ((3R,4R)-4-[3-(6-methoxyquinolin-4-yl)propyl]-1-[2-(cyclohexylthio)-ethyl]piperidine-3-acetic acid dihydrochloride). Reaction SMILES: [CH3:1][O:2][C:3]1[CH:4]=[C:5]2[C:10](=[CH:11][CH:12]=1)[N:9]=[CH:8][CH:7]=[C:6]2[CH2:13][CH2:14][CH2:15][C@@H:16]1[CH2:21][CH2:20][N:19]([CH2:22][CH2:23][S:24][CH:25]2[CH2:30][CH2:29][CH2:28][CH2:27][CH2:26]2)[CH2:18][C@@H:17]1[CH2:31][C:32]([O:34]C)=[O:33].[OH-].[Na+].[ClH:38].O>O1CCOCC1>[ClH:38].[ClH:38].[CH3:1][O:2][C:3]1[CH:4]=[C:5]2[C:10](=[CH:11][CH:12]=1)[N:9]=[CH:8][CH:7]=[C:6]2[CH2:13][CH2:14][CH2:15][C@@H:16]1[CH2:21][CH2:20][N:19]([CH2:22][CH2:23][S:24][CH:25]2[CH2:26][CH2:27][CH2:28][CH2:29][CH2:30]2)[CH2:18][C@@H:17]1[CH2:31][C:32]([OH:34])=[O:33] |f:1.2,6.7.8|. Reported procedure: A mixture of 0.3 g of methyl (3R,4R)-4-[3-(6-methoxyquinolin-4-yl)propyl]-1-[2-(cyclohexylthio)ethyl]piperidine-3-acetate in 8 cm3 of dioxane in the presence of 0.5 cm3 of 5N aqueous sodium hydroxide solution was heated with stirring at a temperature in the region of 60° C. for 20 hours. After cooling to a temperature in the region of 20° C., the reaction mixture was evaporated under reduced pressure (5 kPa) at a temperature in the region of 40° C. A foam with a yellow color was obtained, which ... Reactants: [BH4-], CCOC(=O)CN(CCCn1c(-c2ccc(F)cc2)csc1=Nc1ccc(Cl)cc1OC)C(=O)OC(C)(C)C, [Li+], C1CCOC1, O. Yields the product COc1cc(Cl)ccc1N=c1scc(-c2ccc(F)cc2)n1CCCN(CCO)C(=O)OC(C)(C)C. RXN SMILES: [BH4-:40].[C:1]([CH3:2])([CH3:3])([CH3:4])[O:5][C:6](=[O:7])[N:8]([CH2:9][C:10](=[O:11])[O:12][CH2:13][CH3:14])[CH2:15][CH2:16][CH2:17][n:18]1[c:19](=[N:30][c:31]2[c:32]([O:38][CH3:39])[cH:33][c:34]([Cl:37])[cH:35][cH:36]2)[s:20][cH:21][c:22]1-[c:23]1[cH:24][cH:25][c:26]([F:29])[cH:27][cH:28]1.[Li+:41].[O:43]1[CH2:44][CH2:45][CH2:46][CH2:47]1.[OH2:42]>>[C:1]([CH3:2])([CH3:3])([CH3:4])[O:5][C:6](=[O:7])[N:8]([CH2:9][CH2:10][OH:11])[CH2:15][CH2:16][CH2:17][n:18]1[c:19](=[N:30][c:31]2[c:32]([O:38][CH3:39])[cH:33][c:34]([Cl:37])[cH:35][cH:36]2)[s:20][cH:21][c:22]1-[c:23]1[cH:24][cH:25][c:26]([F:29])[cH:27][cH:28]1.